From a dataset of the Open Reaction Database (ORD), a public repository of structured organic reaction records. describe an organic reaction: reactants, conditions, products, and yield Reactants: N (ammonia), C(C)OC1=NC=C2C=3C(=CC=CC13)N1C(=CC=C1C2=O)[N+](=O)[O-] (4-ethoxy-10-nitro-7-oxo-7H-indolizino[7,6,5-de]isoquinoline), O (water). Solvent: N1=CC=CC=C1 (pyridine). Reaction conditions: temperature 20 celsius, time 16 hour. The product is NC1=NC=C2C=3C(=CC=CC13)N1C(=CC=C1C2=O)[N+](=O)[O-] (4-amino-10-nitro-7-oxo-7H-indolizino[7,6,5-de]-isoquinoline). Reaction SMILES: [NH3:1].C(O[C:5]1[C:14]2[CH:13]=[CH:12][CH:11]=[C:10]3[N:15]4[C:19]([C:20](=[O:21])[C:8]([C:9]=23)=[CH:7][N:6]=1)=[CH:18][CH:17]=[C:16]4[N+:22]([O-:24])=[O:23])C.O>N1C=CC=CC=1>[NH2:1][C:5]1[C:14]2[CH:13]=[CH:12][CH:11]=[C:10]3[N:15]4[C:19]([C:20](=[O:21])[C:8]([C:9]=23)=[CH:7][N:6]=1)=[CH:18][CH:17]=[C:16]4[N+:22]([O-:24])=[O:23]. Procedure: A stream of ammonia is passed into a solution of 4-ethoxy-10-nitro-7-oxo-7H-indolizino[7,6,5-de]isoquinoline (5 g) in pyridine (200 cc) until the solution is saturated. The solution obtained is then stirred at a temperature of about 20° C. for 16 hours. The resulting suspension of red crystals is poured into iced water (600 cc). The crystalline precipitate is filtered off and then washed successively with water (5 × 10 cc), ethanol (3 × 10 cc) and then diethyl ether (2 × 20 cc). After drying und... The reactants are NC=1C=CC=C2C=CC=NC12 (8-aminoquinoline), Cl.C(C)(=O)N1CCC(CC1)C(=O)Cl (1-acetylpiperidine-4-carbonyl chloride hydrochloride), C([O-])([O-])=O.[K+].[K+] (potassium carbonate). Run in CN(C=O)C (dimethylformamide). Run at temperature 80 celsius, time 8 hour. Yields the product C(C)(=O)N1CCC(CC1)C(=O)NC=1C=CC=C2C=CC=NC12 (1- Acetyl-N-(quinolin-8-yl)-4-piperidinecarboxamide). The yield is 58.5%. Reaction SMILES: [NH2:1][C:2]1[CH:3]=[CH:4][CH:5]=[C:6]2[C:11]=1[N:10]=[CH:9][CH:8]=[CH:7]2.Cl.[C:13]([N:16]1[CH2:21][CH2:20][CH:19]([C:22](Cl)=[O:23])[CH2:18][CH2:17]1)(=[O:15])[CH3:14].C(=O)([O-])[O-].[K+].[K+]>CN(C)C=O>[C:13]([N:16]1[CH2:17][CH2:18][CH:19]([C:22]([NH:1][C:2]2[CH:3]=[CH:4][CH:5]=[C:6]3[C:11]=2[N:10]=[CH:9][CH:8]=[CH:7]3)=[O:23])[CH2:20][CH2:21]1)(=[O:15])[CH3:14] |f:1.2,3.4.5|. Procedure: A solution of 8-aminoquinoline (48.50 g) in dimethylformamide (300 ml) was stirred at 80° C., under nitrogen, as a mixture of 1-acetylpiperidine-4-carbonyl chloride hydrochloride (106.30 g) and potassium carbonate (93.0 g) was added in portions. The slurry was stirred at 80° C. overnight, quenched with water (1200 ml) and extracted with dichloromethane. The extracts were dried over anhydrous magnesium sulfate, filtered, and the filtrate was evaporated. The residue was purified first by high perf... Starting materials: OC(CC/C(=C/CC/C(=C/C(=O)N)/C)/C)C(=C)C ((E,E)-10-hydroxy-3,7,11-trimethyl-2,6,11-dodecatrienamide). The reagents and catalysts are [O-2].[O-2].[Mn+4] (manganese dioxide). The solvent is C(Cl)Cl (methylene chloride). Reaction conditions: time 16 hour. The product is C\C(=C/C(=O)N)\CC\C=C(\CCC(C(=C)C)=O)/C ((E,E)-3,7,11-trimethyl-10-oxo-2,6,11-dodecatrienamide). RXN SMILES: [OH:1][CH:2]([C:16]([CH3:18])=[CH2:17])[CH2:3][CH2:4]/[C:5](/[CH3:15])=[CH:6]/[CH2:7][CH2:8]/[C:9](/[CH3:14])=[CH:10]/[C:11]([NH2:13])=[O:12]>C(Cl)Cl.[O-2].[O-2].[Mn+4]>[CH3:14]/[C:9](/[CH2:8][CH2:7]/[CH:6]=[C:5](\[CH3:15])/[CH2:4][CH2:3][C:2](=[O:1])[C:16]([CH3:18])=[CH2:17])=[CH:10]\[C:11]([NH2:13])=[O:12] |f:2.3.4|. Reported procedure: A solution of 1.9 g of (E,E)-10-hydroxy-3,7,11-trimethyl-2,6,11-dodecatrienamide in 50 ml of methylene chloride is treated with 19.0 g of manganese dioxide ("precipitated", activated by heating to 110° for 15 minutes) and the resulting suspension is stirred at room temperature for 16 hours. After filtration over Hyflo the filtrate is concentrated and the yellow oil obtained is chromatographed on 100 g of aluminum oxide (neutral, activity III) with hexane-ethyl acetate (50% to 100%). There is obt... Starting materials: COC(CCNC(C1=CC=C(C=C1)C(CCCCCC)OC1=CC=C(C=C1)O)=O)=O (3-{4-[1-(4-hydroxy-phenoxy)-heptyl]-benzoylamino}-propionic acid methyl ester), BrCCCC(C)C (1-bromo-4-methyl-pentane). The product is CC(CCCOC1=CC=C(OC(CCCCCC)C2=CC=C(C(=O)NCCC(=O)O)C=C2)C=C1)C (Racemic 3-(4-{1-[4-(4-methyl-pentyloxy)-phenoxy]-heptyl}-benzoylamino)-propionic acid). Reaction SMILES: C[O:2][C:3](=[O:30])[CH2:4][CH2:5][NH:6][C:7](=[O:29])[C:8]1[CH:13]=[CH:12][C:11]([CH:14]([O:21][C:22]2[CH:27]=[CH:26][C:25]([OH:28])=[CH:24][CH:23]=2)[CH2:15][CH2:16][CH2:17][CH2:18][CH2:19][CH3:20])=[CH:10][CH:9]=1.Br[CH2:32][CH2:33][CH2:34][CH:35]([CH3:37])[CH3:36]>>[CH3:36][CH:35]([CH3:37])[CH2:34][CH2:33][CH2:32][O:28][C:25]1[CH:24]=[CH:23][C:22]([O:21][CH:14]([C:11]2[CH:12]=[CH:13][C:8]([C:7]([NH:6][CH2:5][CH2:4][C:3]([OH:2])=[O:30])=[O:29])=[CH:9][CH:10]=2)[CH2:15][CH2:16][CH2:17][CH2:18][CH2:19][CH3:20])=[CH:27][CH:26]=1. Procedure details: The title compound is prepared in a manner substantially similar to Example 92 starting from 3-{4-[1-(4-hydroxy-phenoxy)-heptyl]-benzoylamino}-propionic acid methyl ester and 1-bromo-4-methyl-pentane. MS: 484.2 [M−H]−. The reactants are CC(=O)O, NC=O, NNc1ccccc1, O. Yields the product O=CNNc1ccccc1. RXN SMILES: [CH3:9][C:10]([OH:11])=[O:12].[CH:13]([NH2:14])=[O:15].[NH2:1][NH:2][c:3]1[cH:4][cH:5][cH:6][cH:7][cH:8]1.[OH2:16]>>[NH:1]([NH:2][c:3]1[cH:4][cH:5][cH:6][cH:7][cH:8]1)[CH:10]=[O:11]. Reactants: ClC1=C2C(=NN=C1C1=CC=CC=C1)N(N=C2I)CCN2CCN(CC2)C (4-chloro-3-iodo-1-(2-(4-methylpiperazin-1-yl)ethyl)-5-phenyl-1H-pyrazolo[3,4-c]pyridazine), CN1N=CC(=C1)B1OC(C(O1)(C)C)(C)C (1-methyl-4-(4,4,5,5-tetramethyl-1,3,2-dioxaborolan-2-yl)-1H-pyrazole), [O-]P(=O)([O-])[O-].[K+].[K+].[K+] (K3PO4). The solvent is CN(C)C=O (DMF), O (water). The product is ClC1=C2C(=NN=C1C1=CC=CC=C1)N(N=C2C=2C=NN(C2)C)CCN2CCN(CC2)C (4-chloro-3-(1-methyl-1H-pyrazol-4-yl)-1-(2-(4-methylpiperazin-1-yl)ethyl)-5-phenyl-1H-pyrazolo[3,4-c]pyridazine). As a reaction SMILES: [Cl:1][C:2]1[C:7]([C:8]2[CH:13]=[CH:12][CH:11]=[CH:10][CH:9]=2)=[N:6][N:5]=[C:4]2[N:14]([CH2:18][CH2:19][N:20]3[CH2:25][CH2:24][N:23]([CH3:26])[CH2:22][CH2:21]3)[N:15]=[C:16](I)[C:3]=12.[CH3:27][N:28]1[CH:32]=[C:31](B2OC(C)(C)C(C)(C)O2)[CH:30]=[N:29]1.[O-]P([O-])([O-])=O.[K+].[K+].[K+]>CN(C=O)C.O>[Cl:1][C:2]1[C:7]([C:8]2[CH:13]=[CH:12][CH:11]=[CH:10][CH:9]=2)=[N:6][N:5]=[C:4]2[N:14]([CH2:18][CH2:19][N:20]3[CH2:25][CH2:24][N:23]([CH3:26])[CH2:22][CH2:21]3)[N:15]=[C:16]([C:31]3[CH:30]=[N:29][N:28]([CH3:27])[CH:32]=3)[C:3]=12 |f:2.3.4.5|. Reported procedure: Nitrogen was bubbled through a suspension of 4-chloro-3-iodo-1-(2-(4-methylpiperazin-1-yl)ethyl)-5-phenyl-1H-pyrazolo[3,4-c]pyridazine (75 mg, 0.16 mmol), 1-methyl-4-(4,4,5,5-tetramethyl-1,3,2-dioxaborolan-2-yl)-1H-pyrazole (37 mg, 0.18 mmol) and K3PO4 (99 mg, 0.47 mmol) in DMF (1.2 mL) and water (0.4 mL) for 20 min. 1,1′-Bis(diphenylphosphino)ferrocene-palladium(II)dichloride dichloromethane complex (13 mg, 0.016 mmol) was added and the tube sealed and heated using microwave irradiation to 60° ...